From a dataset of the Open Reaction Database (ORD), a public repository of structured organic reaction records. describe an organic reaction: reactants, conditions, products, and yield Reactants: CCOC(C)=O, CCOc1ccc(-c2cc(N)c([N+](=O)[O-])c(C#N)n2)cc1C(F)(F)F. The product is CCOc1ccc(-c2cc(N)c(N)c(C#N)n2)cc1C(F)(F)F. As a reaction SMILES: [CH3:26][CH2:27][O:28][C:29](=[O:30])[CH3:31].[NH2:1][c:2]1[c:3]([N+:23]([O-:24])=[O:25])[c:4]([C:21]#[N:22])[n:5][c:6](-[c:8]2[cH:9][c:10]([C:17]([F:18])([F:19])[F:20])[c:11]([O:14][CH2:15][CH3:16])[cH:12][cH:13]2)[cH:7]1>>[NH2:1][c:2]1[c:3]([NH2:23])[c:4]([C:21]#[N:22])[n:5][c:6](-[c:8]2[cH:9][c:10]([C:17]([F:18])([F:19])[F:20])[c:11]([O:14][CH2:15][CH3:16])[cH:12][cH:13]2)[cH:7]1.